This data is from the Open Reaction Database (ORD), a public repository of structured organic reaction records. The task is: describe an organic reaction: reactants, conditions, products, and yield Starting materials: C8H4N6O3, [N+](=O)(O)[O-] (Nitric acid), N1=NN=C2N1C1=NC=CC=C1C(=C2)O (tetrazolo[1,5-a][1,8]naphthyridin-5-ol), C(C)(=O)[O-].[Na+] (Sodium acetate), O (water). The solvent is C(C)(=O)O (acetic acid). Product: [N+](=O)([O-])C=1C=2N(C3=NC=CC=C3C1O)N=NN2 (4-Nitrotetrazolo [1,5-a][1,8]naphthyridin-5-ol). Reaction SMILES: [N+:1]([O-:4])(O)=[O:2].[N:5]1[N:9]2[C:10]3[C:15]([C:16]([OH:18])=[CH:17][C:8]2=[N:7][N:6]=1)=[CH:14][CH:13]=[CH:12][N:11]=3.C([O-])(=O)C.[Na+].O>C(O)(=O)C>[N+:1]([C:17]1[C:8]2[N:9]([N:5]=[N:6][N:7]=2)[C:10]2[C:15]([C:16]=1[OH:18])=[CH:14][CH:13]=[CH:12][N:11]=2)([O-:4])=[O:2] |f:2.3|. Procedure: Nitric acid (1.33 mL of 16M) was added to a suspension of tetrazolo[1,5-a][1,8]naphthyridin-5-ol (4 g, 21 mmole) in acetic acid (50 mL). The reaction mixture was heated on a steam bath for 5 minutes then cooled to ambient temperature. Sodium acetate (0.3 eq) in a small amount of water was added to the reaction mixture. The resulting solid was isolated by filtration and dried to provide 5 g of 4-nitrotetrazolo[1,5-a][1,8]naphthryidin-5-ol as a solid, m.p. 278° C. (decomposition). Analysis: Calcul...